The task is: describe an organic reaction: reactants, conditions, products, and yield. This data is from the Open Reaction Database (ORD), a public repository of structured organic reaction records. Reactants: N#Cc1ccc(Br)cc1F, O=C(O)C(F)(F)F, O. Yields the product NC(=O)c1ccc(Br)cc1F. As a reaction SMILES: [Br:1][c:2]1[cH:3][c:4]([F:10])[c:5]([C:6]#[N:7])[cH:8][cH:9]1.[F:11][C:12]([F:13])([F:15])[C:16](=[O:14])[OH:17].[OH2:18]>>[Br:1][c:2]1[cH:3][c:4]([F:10])[c:5]([C:6]([NH2:7])=[O:14])[cH:8][cH:9]1. Reactants: CCO, CC(=O)[O-], NNc1ccc(Cl)cc1, Cl, [Na+], O=Cc1cccs1. The product is Clc1ccc(NN=Cc2cccs2)cc1. As a reaction SMILES: [CH2:23]([OH:24])[CH3:25].[CH3:19][C:20](=[O:21])[O-:22].[Cl:9][c:10]1[cH:11][cH:12][c:13]([NH:16][NH2:17])[cH:14][cH:15]1.[ClH:8].[Na+:18].[s:1]1[c:2]([CH:6]=[O:7])[cH:3][cH:4][cH:5]1>>[s:1]1[c:2]([CH:6]=[N:17][NH:16][c:13]2[cH:12][cH:11][c:10]([Cl:9])[cH:15][cH:14]2)[cH:3][cH:4][cH:5]1. The reactants are C[Si](C)(C)N=C=O (trimethylsilyl isocyanate), FC(CCCCCC1=CC=C(S1)CNO)(F)F (N-[5-(6,6,6-trifluorohexyl)thien-2-ylmethyl]hydroxylamine), Cl (hydrochloric acid). Run in O1CCOCC1 (dioxan). Conditions: time 1 hour. Product: ON(C(=O)N)CC=1SC(=CC1)CCCCCC(F)(F)F (1-Hydroxy-1-[5-(6,6,6-trifluorohexyl)thien-2-yl methyl]urea). Reaction SMILES: [F:1][C:2]([F:17])([F:16])[CH2:3][CH2:4][CH2:5][CH2:6][CH2:7][C:8]1[S:12][C:11]([CH2:13][NH:14][OH:15])=[CH:10][CH:9]=1.C[Si]([N:22]=[C:23]=[O:24])(C)C.Cl>O1CCOCC1>[OH:15][N:14]([CH2:13][C:11]1[S:12][C:8]([CH2:7][CH2:6][CH2:5][CH2:4][CH2:3][C:2]([F:1])([F:16])[F:17])=[CH:9][CH:10]=1)[C:23]([NH2:22])=[O:24]. Reported procedure: To a solution of N-[5-(6,6,6-trifluorohexyl)thien-2-ylmethyl]hydroxylamine (1.4 g) in dioxan (50 ml) under nitrogen with stirring, was added trimethylsilyl isocyanate (1.42 ml) and the reaction mixture stirred for 1 hour, poured onto 2N hydrochloric acid (100 ml), extracted with ether (2×100 ml), dried over magnesium sulphate and evaporated under reduced pressure to give a pale yellow oil. The oil was flash chromatographed on a Sorbsil C60-40/60H column using 4:1 hexane/ethyl acetate to give a w... Starting materials: S(=O)(=O)([O-])OOS(=O)(=O)[O-].[NH4+].[NH4+] (ammonium persulfate), S(=O)(=O)([O-])OOS(=O)(=O)[O-].[Na+].[Na+] (sodium persulfate), [OH-].[Na+] (sodium hydroxide), [OH-].[K+] (potassium hydroxide). The product is S(=O)(=O)([O-])OOS(=O)(=O)[O-].[K+].[K+] (potassium persulfate). Reaction SMILES: [S:1]([O:5][O:6][S:7]([O-:10])(=[O:9])=[O:8])([O-:4])(=[O:3])=[O:2].[NH4+].[NH4+].[OH-].[Na+].[OH-].[K+:16].S(OOS([O-])(=O)=O)([O-])(=O)=O.[Na+].[Na+]>>[S:1]([O:5][O:6][S:7]([O-:10])(=[O:9])=[O:8])([O-:4])(=[O:3])=[O:2].[K+:16].[K+:16] |f:0.1.2,3.4,5.6,7.8.9,10.11.12|. Procedure details: The ammonium persulfate in the form of crystal thus obtained is re-dissolved in the next step, and is transferred to the step of reaction with sodium hydroxide or potassium hydroxide. In the aforesaid reaction step, a solution containing sodium persulfate or potassium persulfate is produced, then is concentrated and separated by vacuum crystallization, centrifugal filtration or the like and is subsequently taken out as a crystal. As stated hereinbefore, the process for producing sodium persulfat... Reactants: COc1cccc(N)c1, Cc1nc(-c2ccc(C(F)(F)F)cn2)nc(Cl)c1Cl. Product: COc1cccc(Nc2nc(-c3ccc(C(F)(F)F)cn3)nc(C)c2Cl)c1. RXN SMILES: [CH3:20][O:21][c:22]1[cH:23][c:24]([NH2:28])[cH:25][cH:26][cH:27]1.[Cl:1][c:2]1[n:3][c:4](-[c:10]2[n:11][cH:12][c:13]([C:16]([F:17])([F:18])[F:19])[cH:14][cH:15]2)[n:5][c:6]([CH3:9])[c:7]1[Cl:8]>>[c:2]1([NH:28][c:24]2[cH:23][c:22]([O:21][CH3:20])[cH:27][cH:26][cH:25]2)[n:3][c:4](-[c:10]2[n:11][cH:12][c:13]([C:16]([F:17])([F:18])[F:19])[cH:14][cH:15]2)[n:5][c:6]([CH3:9])[c:7]1[Cl:8]. Reactants: BrC1=CC=C(C=C1)C(CN1CCOCC1)N(C(CN1C(COC2=C1C=C(C(=C2)Cl)Cl)=O)=O)C (N-[1-(4-bromophenyl)-2-(4-morpholinyl)ethyl]-2-(6,7-dichloro-3-oxo-2,3-dihydro-4H-1,4-benzoxazin-4-yl)-N-methylacetamide), CC(C)(C)OC(=O)NC=1C=C(C=CC1)B(O)O ([3-({[(1,1-dimethylethyl)oxy]carbonyl}amino)phenyl]boronic acid), solution, C(=O)([O-])[O-].[Na+].[Na+] (Na2CO3), resultant mixture. Solvent: CN(C)C=O (DMF). As a reaction SMILES: Br[C:2]1[CH:7]=[CH:6][C:5]([CH:8]([N:16]([CH3:33])[C:17](=[O:32])[CH2:18][N:19]2[C:24]3[CH:25]=[C:26]([Cl:30])[C:27]([Cl:29])=[CH:28][C:23]=3[O:22][CH2:21][C:20]2=[O:31])[CH2:9][N:10]2[CH2:15][CH2:14][O:13][CH2:12][CH2:11]2)=[CH:4][CH:3]=1.[CH3:34][C:35]([O:38][C:39]([NH:41][C:42]1[CH:43]=[C:44](B(O)O)[CH:45]=[CH:46][CH:47]=1)=[O:40])([CH3:37])[CH3:36].C([O-])([O-])=O.[Na+].[Na+]>CN(C=O)C.C1C=CC(P(C2C=CC=CC=2)[C-]2C=CC=C2)=CC=1.C1C=CC(P(C2C=CC=CC=2)[C-]2C=CC=C2)=CC=1.Cl[Pd]Cl.[Fe+2]>[Cl:30][C:26]1[C:27]([Cl:29])=[CH:28][C:23]2[O:22][CH2:21][C:20](=[O:31])[N:19]([CH2:18][C:17]([N:16]([CH3:33])[CH:8]([C:5]3[CH:6]=[CH:7][C:2]([C:46]4[CH:45]=[CH:44][CH:43]=[C:42]([NH:41][C:39](=[O:40])[O:38][C:35]([CH3:36])([CH3:34])[CH3:37])[CH:47]=4)=[CH:3][CH:4]=3)[CH2:9][N:10]3[CH2:15][CH2:14][O:13][CH2:12][CH2:11]3)=[O:32])[C:24]=2[CH:25]=1 |f:2.3.4,6.7.8.9|. Procedure: To a solution of N-[1-(4-bromophenyl)-2-(4-morpholinyl)ethyl]-2-(6,7-dichloro-3-oxo-2,3-dihydro-4H-1,4-benzoxazin-4-yl)-N-methylacetamide (3.28 g, 5.8 mmol) and [3-({[(1,1-dimethylethyl)oxy]carbonyl}amino)phenyl]boronic acid (2.00 g, 8.4 mmol) in DMF (15 mL) was added Pd(dppf)Cl2 (0.24 g, 0.29 mmol) and 2N solution of Na2CO3 (11.6 mL, 23.2 mmol). The resultant mixture was stirred at 80° C. for 16 h. The mixture was filtered through a bed of celite and the filtrate was concentrated under reduced ... Yield: 39.9%. The product is ClC=1C(=CC2=C(N(C(CO2)=O)CC(=O)N(C(CN2CCOCC2)C2=CC=C(C=C2)C2=CC(=CC=C2)NC(OC(C)(C)C)=O)C)C1)Cl (1,1-dimethylethyl {4′-[1-[[(6,7-dichloro-3-oxo-2,3-dihydro-4H-1,4-benzoxazin-4-yl)acetyl](methyl)amino]-2-(4-morpholinyl)ethyl]-3-biphenylyl}carbamate). The reagents and catalysts are C1=CC=C(C=C1)P([C-]2C=CC=C2)C3=CC=CC=C3.C1=CC=C(C=C1)P([C-]2C=CC=C2)C3=CC=CC=C3.Cl[Pd]Cl.[Fe+2] (Pd(dppf)Cl2). Reactants: [Na].COC1OCC(CO1)COC1=C(C(=NC=C1)CS(=O)C1=NC2=C(N1)C=CC=C2)C (2-(((4-((2-methoxy-1,3-dioxan-5-yl)methoxy)-3-methylpyridin-2-yl)methyl)sulfinyl)-1H-benzimidazole sodium salt), C1CCCC12OCC(CO2)CO (6,10-dioxaspiro[4.5]dec-8-ylmethanol). Yields the product [Na].C1CCCC12OCC(CO2)COC2=C(C(=NC=C2)CS(=O)C2=NC1=C(N2)C=CC=C1)C (2-(((4-(6,10-dioxaspiro[4.5]dec-8-ylmethoxy)-3-methylpyridin-2-yl)methyl)sulfinyl)-1H-benzimidazole sodium salt). The yield is 8.1%. RXN SMILES: [Na:1].CO[CH:4]1[O:9][CH2:8][CH:7]([CH2:10][O:11][C:12]2[CH:17]=[CH:16][N:15]=[C:14]([CH2:18][S:19]([C:21]3[NH:25][C:24]4[CH:26]=[CH:27][CH:28]=[CH:29][C:23]=4[N:22]=3)=[O:20])[C:13]=2[CH3:30])[CH2:6][O:5]1.[CH2:31]1[C:35]2(OCC(CO)CO2)C[CH2:33][CH2:32]1>>[Na:1].[CH2:35]1[C:4]2([O:9][CH2:8][CH:7]([CH2:10][O:11][C:12]3[CH:17]=[CH:16][N:15]=[C:14]([CH2:18][S:19]([C:21]4[NH:25][C:24]5[CH:26]=[CH:27][CH:28]=[CH:29][C:23]=5[N:22]=4)=[O:20])[C:13]=3[CH3:30])[CH2:6][O:5]2)[CH2:33][CH2:32][CH2:31]1 |f:0.1,3.4,^1:0,42|. Procedure: The same procedure as in the steps (6b) to (6f) of Example 6 was repeated using 6,10-dioxaspiro[4.5]dec-8-ylmethanol obtained in the step (21a) to obtain the title compound (180 mg, total yield: 8.1%) as a light yellow solid. RXN SMILES: [CH3:1][O:2][C:3]1[CH:4]=[C:5]([CH:14]=[CH2:15])[CH:6]=[C:7]([O:12][CH3:13])[C:8]=1[CH2:9][CH2:10][CH3:11].Br[C:17]1[C:22]([F:23])=[CH:21][CH:20]=[CH:19][C:18]=1[F:24]>>[F:23][C:22]1[CH:21]=[CH:20][CH:19]=[C:18]([F:24])[C:17]=1[CH:15]=[CH:14][C:5]1[CH:6]=[C:7]([O:12][CH3:13])[C:8]([CH2:9][CH2:10][CH3:11])=[C:3]([O:2][CH3:1])[CH:4]=1. The product is FC1=C(C(=CC=C1)F)C=CC1=CC(=C(C(=C1)OC)CCC)OC (1-(2,6-Difluorophenyl)-2-(3,5-dimethoxy-4-1-propylphenyl)ethene). Procedure: This compound was synthesized from (3,5-dimethoxy-4-1-propylphenyl)-ethene and 1-bromo-2,6-difluorobenzene quantitatively in the same procedure as described in preparation of 31B. 1HNMR (CDCl3, ppm): δ 1.32 (d, J=7.1 Hz, 6H), 3.62 (qint, J=7.1 Hz, 1H), 3.90 (s, 6H), 6.73 (s, 2H), 6.8-7.2 (m, 4H), 7.41 (d, J=16.6 Hz, 1H). Starting materials: COC=1C=C(C=C(C1CCC)OC)C=C ((3,5-dimethoxy-4-1-propylphenyl)-ethene), BrC1=C(C=CC=C1F)F (1-bromo-2,6-difluorobenzene), 31B.